Task: describe an organic reaction: reactants, conditions, products, and yield. Dataset: the Open Reaction Database (ORD), a public repository of structured organic reaction records The reactants are C(C1=CC=CC=C1)N1CC(CC1)O (N- benzyl-3-hydroxypyrrolidine), C1(=CC=C(C=C1)S(=O)(=O)Cl)C (toluene-4-sulfonyl chloride), 73,76,77]in. Run in N1=CC=CC=C1 (pyridine), N1=CC=CC=C1 (pyridine). Yields the product C(C1=CC=CC=C1)N1CC(CC1)OS(=O)(=O)C1=CC=C(C=C1)C (N-benzyl-3-(toluene-4-sulfonyloxy) pyrrolidine). Reaction SMILES: [C:1]1([CH3:11])[CH:6]=[CH:5][C:4]([S:7](Cl)(=[O:9])=[O:8])=[CH:3][CH:2]=1.[CH2:12]([N:19]1[CH2:23][CH2:22][CH:21]([OH:24])[CH2:20]1)[C:13]1[CH:18]=[CH:17][CH:16]=[CH:15][CH:14]=1>N1C=CC=CC=1>[CH2:12]([N:19]1[CH2:23][CH2:22][CH:21]([O:24][S:7]([C:4]2[CH:5]=[CH:6][C:1]([CH3:11])=[CH:2][CH:3]=2)(=[O:9])=[O:8])[CH2:20]1)[C:13]1[CH:14]=[CH:15][CH:16]=[CH:17][CH:18]=1. Procedure: 2.39 g (12.4 mmoles) of toluene-4-sulfonyl chloride, dissolved in 10 ml of pyridine, were added dropwise, under nitrogen atmosphere, to a stirred solution of 2.0 g (11.3 mmoles) of N- benzyl-3-hydroxypyrrolidine [J. Med. Pharm. Chem. 1, (1959) 73,76,77]in 15 ml of pyridine, cooled below -10° C.